This data is from the Open Reaction Database (ORD), a public repository of structured organic reaction records. The task is: describe an organic reaction: reactants, conditions, products, and yield Starting materials: potassium tert.-butylate, N1N=CN=C1 (1,2,4-triazole), FC1=C(CC2(OC2)C2(CC2)C#N)C=CC=C1 (2-(2-fluorobenzyl)-2-(1-cyanocyclo-propyl)-oxirane). Solvent: CN(C=O)C (dimethylformamide), CN(C=O)C (dimethylformamide). Reaction conditions: time 4 hour. The product is FC1=C(C=CC=C1)CC(CN1N=CN=C1)(O)C1(CC1)C#N (1-(2-fluorophenyl)-2-(1-cyanocyclopropyl)-3-(1,2,4-triazol-1-yl)-propan -2-ol). Yield: 46.0%. As a reaction SMILES: [F:1][C:2]1[CH:16]=[CH:15][CH:14]=[CH:13][C:3]=1[CH2:4][C:5]1([C:8]2([C:11]#[N:12])[CH2:10][CH2:9]2)[CH2:7][O:6]1.[NH:17]1[CH:21]=[N:20][CH:19]=[N:18]1>CN(C)C=O>[F:1][C:2]1[CH:16]=[CH:15][CH:14]=[CH:13][C:3]=1[CH2:4][C:5]([C:8]1([C:11]#[N:12])[CH2:10][CH2:9]1)([OH:6])[CH2:7][N:17]1[CH:21]=[N:20][CH:19]=[N:18]1. Procedure details: 2.26 g (10.4mmol) of 2-(2-fluorobenzyl)-2-(1-cyanocyclo-propyl)-oxirane in 10 ml of dimethylformamide are added dropwise at 80° C. with stirring to a solution of 0.23 g (2.1 mmol) of potassium tert.-butylate and 2.15 g (31.2 mmol) of 1,2,4-triazole in 10 ml of dimethylformamide. When the addition has ended, stirring of the reaction mixture is continued for 4 hours at 80° C. The mixture is subsequently concentrated under reduced pressure, and the residue is taken up in ethyl acetate/water. The aq... The reactants are C(CCCCCCCC)C1=CC=C(C=C1)O (Para-nonyl phenol), [Mg] (magnesium), C[O-].[Mg+2].C[O-] (magnesium methoxide), [Mg] (magnesium). The solvent is C(C)(=O)O (acetic acid), C(C)(=O)O (acetic acid), C1(=CC=CC=C1)C (toluene), CO (methanol), C1(=CC=CC=C1)C (toluene), N1=CC=CC=C1 (pyridine). Run at temperature 70 celsius, time 1 hour. The product is C(CCCCCCCC)C1=CC=C(C(C=O)=C1)O (5-nonyl salicylaldehyde). The yield is 78.0%. As a reaction SMILES: [Mg].[CH3:2][O-:3].[Mg+2].C[O-].[CH2:7]([C:16]1[CH:21]=[CH:20][C:19]([OH:22])=[CH:18][CH:17]=1)[CH2:8][CH2:9][CH2:10][CH2:11][CH2:12][CH2:13][CH2:14][CH3:15]>C1(C)C=CC=CC=1.N1C=CC=CC=1.C(O)(=O)C.CO>[CH2:7]([C:16]1[CH:17]=[C:18]([CH:2]=[O:3])[C:19]([OH:22])=[CH:20][CH:21]=1)[CH2:8][CH2:9][CH2:10][CH2:11][CH2:12][CH2:13][CH2:14][CH3:15] |f:1.2.3|. Reported procedure: A 2-liter round-bottomed flask was charged with magnesium (12 g, 0.49 mol), methanol (285 ml), toluene (120 ml) and magnesium methoxide (10 ml solution of 7.4% by weight magnesium methoxide in methanol). The reaction mixture was heated to reflux and the magnesium dissolved. Para-nonyl phenol (112.4 g) was added in one portion to the reaction mixture. The flask was then rigged for a fractional vacuum distillation and an azeotrope of methanol/toluene was distilled off to an internal temperature of...